This data is from the Open Reaction Database (ORD), a public repository of structured organic reaction records. The task is: describe an organic reaction: reactants, conditions, products, and yield Starting materials: CCOc1ccccc1CC, CC(=O)OC(C)=O, CC(=O)O, O, O=[N+]([O-])O. The product is CCOc1ccc([N+](=O)[O-])cc1CC. As a reaction SMILES: [CH2:1]([CH3:2])[O:3][c:4]1[c:5]([CH2:10][CH3:11])[cH:6][cH:7][cH:8][cH:9]1.[CH3:17][C:18]([O:19][C:20](=[O:21])[CH3:22])=[O:23].[CH3:24][C:25](=[O:26])[OH:27].[OH2:16].[OH:12][N+:13]([O-:14])=[O:15]>>[CH2:1]([CH3:2])[O:3][c:4]1[c:5]([CH2:10][CH3:11])[cH:6][c:7]([N+:13](=[O:12])[O-:14])[cH:8][cH:9]1. The reactants are NC1=CC2=C(OC3(CC3)C2=O)C=C1 (5-Aminospiro[benzo[b]furan-2(3H),1'-cyclopropane]-3-one), C([O-])([O-])=O.[Ca+2] (calcium carbonate), ice water, BrBr (bromine). The solvent is C(Cl)(Cl)(Cl)Cl (carbon tetrachloride), C(Cl)Cl (methylene chloride). Reaction conditions: temperature -17 celsius, time 45 minute. The product is NC1=C(C2=C(OC3(CC3)C2=O)C=C1)Br (5-amino-4-bromospiro[benzo[b]furan-2(3H),1'-cyclopropane]-3-one). Reaction SMILES: [NH2:1][C:2]1[CH:13]=[CH:12][C:5]2[O:6][C:7]3([C:10](=[O:11])[C:4]=2[CH:3]=1)[CH2:9][CH2:8]3.C(=O)([O-])[O-].[Ca+2].[Br:19]Br>C(Cl)(Cl)(Cl)Cl.C(Cl)Cl>[NH2:1][C:2]1[CH:13]=[CH:12][C:5]2[O:6][C:7]3([C:10](=[O:11])[C:4]=2[C:3]=1[Br:19])[CH2:9][CH2:8]3 |f:1.2|. Procedure details: 5-Aminospiro[benzo[b]furan-2(3H),1'-cyclopropane]-3-one (0.747 g.) and calcium carbonate (0.47 g.) were suspended in a mixture of carbon tetrachloride (20 ml.) and methylene chloride (5 ml.). The suspension was cooled to -17° C., then bromine (0.22 ml.) was added thereto dropwise, followed by stirring for 45 minutes. The reaction mixture was poured into ice-water, then extracted with ethyl acetate. The extract was washed with water and dried. The solvent was evaporated off, and the residue was r... The reactants are CC#N, Cc1ccccc1, CO, COC(=O)c1cccc(Cl)n1, ClCCl, [H-], [Na+], O. Product: N#CCC(=O)c1cccc(Cl)n1. Reaction SMILES: [CH3:14][C:15]#[N:16].[CH3:18][c:19]1[cH:20][cH:21][cH:22][cH:23][cH:24]1.[CH3:28][OH:29].[CH3:3][O:4][C:5](=[O:6])[c:7]1[n:8][c:9]([Cl:13])[cH:10][cH:11][cH:12]1.[Cl:25][CH2:26][Cl:27].[H-:2].[Na+:1].[OH2:17]>>[C:5](=[O:6])([c:7]1[n:8][c:9]([Cl:13])[cH:10][cH:11][cH:12]1)[CH2:14][C:15]#[N:16].